This data is from the Open Reaction Database (ORD), a public repository of structured organic reaction records. The task is: describe an organic reaction: reactants, conditions, products, and yield The reactants are ClC1=C(C=C(C=C1)OC)I (1-chloro-2-iodo-4-methoxybenzene), Cl (hydrochloric acid), C(O)([O-])=O.[Na+] (sodium hydrogencarbonate). The solvent is ClCCl (dichloromethane), ClCCl (dichloromethane). Run at time 1 hour. The product is ClC1=C(C=C(C=C1)O)I (4-chloro-3-iodophenol). Reaction SMILES: [Cl:1][C:2]1[CH:7]=[CH:6][C:5]([O:8]C)=[CH:4][C:3]=1[I:10].C(=O)([O-])O.[Na+].Cl>ClCCl>[Cl:1][C:2]1[CH:7]=[CH:6][C:5]([OH:8])=[CH:4][C:3]=1[I:10] |f:1.2|. Reported procedure: To a solution of 1-chloro-2-iodo-4-methoxybenzene (2.68 g, 10.0 mmol) in dichloromethane (20 ml) was dropped under ice cooling 0.91M boron tribromide in dichloromethane (13.0 ml, 12.0 mmol). The mixture was stirred for 1 hour under ice cooling and for a day at room temperature. To the reaction mixture was added an aqueous saturated sodium hydrogencarbonate solution. The mixture was acidified with concentrated hydrochloric acid and extracted with ethyl acetate. The organic layer was washed with a... Product: CC1=CC(=C(C=C1)C1=CC=C2C=NC(=NN21)SC)[N+](=O)[O-] (7-(4-Methyl-2-nitro-phenyl)-2-methylsulfanyl-pyrrolo[2,1-f][1,2,4]triazine). Procedure: 7-Bromo-2-methylsulfanyl-pyrrolo[2,1-f][1,2,4]triazine (600 mg, 2 mmol), 2-nitro-4-methyl-phenylboronic acid (500 mg, 3 mmol) 1.50 M of Sodium carbonate in Water (5 mL, 8 mmol) and dioxane (10 mL) were added to a RB flask. The reaction mixture was degassed with nitrogen for 10 minutes. Tetrakis(triphenylphosphine)palladium(0) (100 mg, 0.1 mmol) was added and the reaction mixture was degassed again. The reaction mixture was heated at 95° C. overnight under argon. MS showed product formation. The ... The reagents and catalysts are C=1C=CC(=CC1)[P](C=2C=CC=CC2)(C=3C=CC=CC3)[Pd]([P](C=4C=CC=CC4)(C=5C=CC=CC5)C=6C=CC=CC6)([P](C=7C=CC=CC7)(C=8C=CC=CC8)C=9C=CC=CC9)[P](C=1C=CC=CC1)(C=1C=CC=CC1)C=1C=CC=CC1 (Tetrakis(triphenylphosphine)palladium(0)). Starting materials: BrC1=CC=C2C=NC(=NN21)SC (7-Bromo-2-methylsulfanyl-pyrrolo[2,1-f][1,2,4]triazine), [N+](=O)([O-])C1=C(C=CC(=C1)C)B(O)O (2-nitro-4-methyl-phenylboronic acid), C([O-])([O-])=O.[Na+].[Na+] (Sodium carbonate), O (Water). Run in O1CCOCC1 (dioxane). RXN SMILES: Br[C:2]1[N:10]2[C:5]([CH:6]=[N:7][C:8]([S:11][CH3:12])=[N:9]2)=[CH:4][CH:3]=1.[N+:13]([C:16]1[CH:21]=[C:20]([CH3:22])[CH:19]=[CH:18][C:17]=1B(O)O)([O-:15])=[O:14].C(=O)([O-])[O-].[Na+].[Na+].O>O1CCOCC1.C1C=CC([P]([Pd]([P](C2C=CC=CC=2)(C2C=CC=CC=2)C2C=CC=CC=2)([P](C2C=CC=CC=2)(C2C=CC=CC=2)C2C=CC=CC=2)[P](C2C=CC=CC=2)(C2C=CC=CC=2)C2C=CC=CC=2)(C2C=CC=CC=2)C2C=CC=CC=2)=CC=1>[CH3:22][C:20]1[CH:19]=[CH:18][C:17]([C:2]2[N:10]3[C:5]([CH:6]=[N:7][C:8]([S:11][CH3:12])=[N:9]3)=[CH:4][CH:3]=2)=[C:16]([N+:13]([O-:15])=[O:14])[CH:21]=1 |f:2.3.4,^1:42,44,63,82|. Conditions: temperature 95 celsius.